This data is from the Open Reaction Database (ORD), a public repository of structured organic reaction records. The task is: describe an organic reaction: reactants, conditions, products, and yield Product: N([C@@H](CC1=CC=CC=C1)C(=O)N[C@@H](CCCNC(N[N+](=O)[O-])=N)C(=O)O)C(=O)OC(C)(C)C (BOC-Phe-Arg(NO2)). Starting materials: N[C@@H](CCCNC(N[N+](=O)[O-])=N)C(=O)O (H-Arg(NO2)), Cl (HCl), N([C@@H](CC1=CC=CC=C1)C(=O)O)C(=O)OC(C)(C)C (BOC-Phe), CS(C)C1=NC=CC=N1 (dimethylmercaptopyrimidine). RXN SMILES: [NH2:1][C@H:2]([C:13]([OH:15])=[O:14])[CH2:3][CH2:4][CH2:5][NH:6][C:7](=[NH:12])[NH:8][N+:9]([O-:11])=[O:10].Cl.[NH:17]([C:29]([O:31][C:32]([CH3:35])([CH3:34])[CH3:33])=[O:30])[C@H:18]([C:26](O)=[O:27])[CH2:19][C:20]1[CH:25]=[CH:24][CH:23]=[CH:22][CH:21]=1.CS(C1N=CC=CN=1)C>CN(C=O)C.CCOC(C)=O>[NH:17]([C:29]([O:31][C:32]([CH3:35])([CH3:34])[CH3:33])=[O:30])[C@H:18]([C:26]([NH:1][C@H:2]([C:13]([OH:15])=[O:14])[CH2:3][CH2:4][CH2:5][NH:6][C:7](=[NH:12])[NH:8][N+:9]([O-:11])=[O:10])=[O:27])[CH2:19][C:20]1[CH:25]=[CH:24][CH:23]=[CH:22][CH:21]=1. The solvent is CN(C)C=O (DMF), CCOC(=O)C (AcOEt). Reported procedure: Next, 31.3 g (0.08 mole) of H-Arg(NO2)-CHA.HCl was dissolved in 160 ml of 1.5N-NEM/DMF, to this solution was added 31.0 g (0.08 mole) of BOC-Phe-SDP (dimethylmercaptopyrimidine) at 0° to 5° C. and reacted for 18 hours. After the reaction was completed, the reaction mixture was diluted with 1600 ml of AcOEt, and washed twice with 400 ml of cold 5% hydrochloric acid, and washed twice with 400 ml of an aqueous solution saturated with sodium chloride, then there was precipitated crystals. The crysta... Starting materials: C(C)(=O)NC=1C=C2N([C@H](CN(C2=CC1C=1C=NN(C1)C1CC1)C(=O)OC(C)C)C)C(C)=O (isopropyl (S)-6-acetamido-4-acetyl-7-(1-cyclopropyl-1H-pyrazol-4-yl)-3-methyl-3,4-dihydroquinoxaline-1(2H)-carboxylate), C(C)(=O)N1[C@H](CN(C2=CC=C(C=C12)N)C(=O)OC(C)C)C (isopropyl (S)-4-acetyl-6-amino-3-methyl-3,4-dihydroquinoxaline-1(2H)-carboxylate), ClC(=O)OC (methyl chloroformate), C(C)(=O)OC(C)=O (acetic anhydride). Product: C(C)(=O)N1[C@H](CN(C2=CC=C(C=C12)NC(=O)OC)C(=O)OC(C)C)C (Isopropyl (S)-4-acetyl-6-((methoxycarbonyl)amino)-3-methyl-3,4-dihydroquinoxaline-1(2H)-carboxylate). RXN SMILES: [C:1]([N:4]1[C:13]2[C:8](=[CH:9][CH:10]=[C:11]([NH2:14])[CH:12]=2)[N:7]([C:15]([O:17][CH:18]([CH3:20])[CH3:19])=[O:16])[CH2:6][C@@H:5]1[CH3:21])(=[O:3])[CH3:2].Cl[C:23]([O:25][CH3:26])=[O:24].C(OC(=O)C)(=O)C.C(NC1C=C2C(=CC=1C1C=NN(C3CC3)C=1)N(C(OC(C)C)=O)C[C@H](C)N2C(=O)C)(=O)C>>[C:1]([N:4]1[C:13]2[C:8](=[CH:9][CH:10]=[C:11]([NH:14][C:23]([O:25][CH3:26])=[O:24])[CH:12]=2)[N:7]([C:15]([O:17][CH:18]([CH3:20])[CH3:19])=[O:16])[CH2:6][C@@H:5]1[CH3:21])(=[O:3])[CH3:2]. Procedure: Isopropyl (S)-4-acetyl-6-((methoxycarbonyl)amino)-3-methyl-3,4-dihydroquinoxaline-1(2H)-carboxylate was synthesized from isopropyl (S)-4-acetyl-6-amino-3-methyl-3,4-dihydroquinoxaline-1(2H)-carboxylate and methyl chloroformate (instead of acetic anhydride) according to the procedure described above for isopropyl (S)-6-acetamido-4-acetyl-7-(1-cyclopropyl-1H-pyrazol-4-yl)-3-methyl-3,4-dihydroquinoxaline-1(2H)-carboxylate (Example 235). MS (ESI, pos. ion) m/z 372 [M+Na]+. The reactants are CCCCO, ClCCCOc1ccc(Cl)cc1, OC(c1ccc(F)cc1)(c1ccc(F)cc1)C1CCNCC1, [I-], [K+], [Na+], [Na+], O=C([O-])[O-]. Product: OC(c1ccc(F)cc1)(c1ccc(F)cc1)C1CCN(CCCOc2ccc(Cl)cc2)CC1. RXN SMILES: [CH2:43]([OH:44])[CH2:45][CH2:46][CH3:47].[Cl:23][c:24]1[cH:25][cH:26][c:27]([O:30][CH2:31][CH2:32][CH2:33][Cl:34])[cH:28][cH:29]1.[F:1][c:2]1[cH:3][cH:4][c:5]([C:8]([OH:9])([CH:10]2[CH2:11][CH2:12][NH:13][CH2:14][CH2:15]2)[c:16]2[cH:17][cH:18][c:19]([F:22])[cH:20][cH:21]2)[cH:6][cH:7]1.[I-:42].[K+:41].[Na+:35].[Na+:36].[O-:37][C:38](=[O:39])[O-:40]>>[F:1][c:2]1[cH:3][cH:4][c:5]([C:8]([OH:9])([CH:10]2[CH2:11][CH2:12][N:13]([CH2:33][CH2:32][CH2:31][O:30][c:27]3[cH:26][cH:25][c:24]([Cl:23])[cH:29][cH:28]3)[CH2:14][CH2:15]2)[c:16]2[cH:17][cH:18][c:19]([F:22])[cH:20][cH:21]2)[cH:6][cH:7]1.